From a dataset of the Open Reaction Database (ORD), a public repository of structured organic reaction records. describe an organic reaction: reactants, conditions, products, and yield Starting materials: 85-B, FC1(CCN(CC1)CCOC1=CC=2N(C=C1)N=C(C2C=2SC(=C(N2)C2=CC=CC=C2)C2=NNC=N2)C)F (5-[2-(4,4-difluoropiperidin-1-yl)ethoxy]-2-methyl-3-[4-phenyl-5-(1H-1,2,4-triazol-3-yl)-1,3-thiazol-2-yl]pyrazolo[1,5-a]pyridine), O.C1(=CC=C(C=C1)S(=O)(=O)O)C (p-toluenesulfonic acid monohydrate). Product: C1(=CC=C(C=C1)S(=O)(=O)O)C.C1(=CC=C(C=C1)S(=O)(=O)O)C.FC1(CCN(CC1)CCOC1=CC=2N(C=C1)N=C(C2C=2SC(=C(N2)C2=CC=CC=C2)C2=NNC=N2)C)F (5-[2-(4,4-difluoropiperidin-1-yl)ethoxy]-2-methyl-3-[4-phenyl-5-(1H-1,2,4-triazol-3-yl)-1,3-thiazol-2-yl]pyrazolo[1,5-a]pyridine di-p-toluenesulfonate). Yield: 68.7%. RXN SMILES: [F:1][C:2]1([F:37])[CH2:7][CH2:6][N:5]([CH2:8][CH2:9][O:10][C:11]2[CH:16]=[CH:15][N:14]3[N:17]=[C:18]([CH3:36])[C:19]([C:20]4[S:21][C:22]([C:31]5[N:35]=[CH:34][NH:33][N:32]=5)=[C:23]([C:25]5[CH:30]=[CH:29][CH:28]=[CH:27][CH:26]=5)[N:24]=4)=[C:13]3[CH:12]=2)[CH2:4][CH2:3]1.O.[C:39]1([CH3:49])[CH:44]=[CH:43][C:42]([S:45]([OH:48])(=[O:47])=[O:46])=[CH:41][CH:40]=1>>[C:39]1([CH3:49])[CH:40]=[CH:41][C:42]([S:45]([OH:48])(=[O:46])=[O:47])=[CH:43][CH:44]=1.[C:39]1([CH3:49])[CH:40]=[CH:41][C:42]([S:45]([OH:48])(=[O:46])=[O:47])=[CH:43][CH:44]=1.[F:37][C:2]1([F:1])[CH2:3][CH2:4][N:5]([CH2:8][CH2:9][O:10][C:11]2[CH:16]=[CH:15][N:14]3[N:17]=[C:18]([CH3:36])[C:19]([C:20]4[S:21][C:22]([C:31]5[N:35]=[CH:34][NH:33][N:32]=5)=[C:23]([C:25]5[CH:30]=[CH:29][CH:28]=[CH:27][CH:26]=5)[N:24]=4)=[C:13]3[CH:12]=2)[CH2:6][CH2:7]1 |f:1.2,3.4.5|. Procedure details: The title compound has been prepared according to the similar manner described in 85-B (iv) from 5-[2-(4,4-difluoropiperidin-1-yl)ethoxy]-2-methyl-3-[4-phenyl-5-(1H-1,2,4-triazol-3-yl)-1,3-thiazol-2-yl]pyrazolo[1,5-a]pyridine (87.8 mg, 0.168 mmol) and p-toluenesulfonic acid monohydrate (70.3 mg, 0.370 mmol). The crude product was washed with EtOH (4 mL) to give pure title compound (100 mg, 69%) as a yellow solid. The reactants are ClC1=NC(=CC(=N1)Cl)C (2,4-dichloro-6-methylpyrimidine), C1(=CC=CC=C1)B(O)O (benzeneboronic acid), C(=O)([O-])[O-].[K+].[K+] (K2CO3). The reagents and catalysts are C=1C=CC(=CC1)[P](C=2C=CC=CC2)(C=3C=CC=CC3)[Pd]([P](C=4C=CC=CC4)(C=5C=CC=CC5)C=6C=CC=CC6)([P](C=7C=CC=CC7)(C=8C=CC=CC8)C=9C=CC=CC9)[P](C=1C=CC=CC1)(C=1C=CC=CC1)C=1C=CC=CC1 (Pd(PPh3)4). Solvent: C1(=CC=CC=C1)C (toluene), CO (methanol). Run at temperature 90 celsius. Product: ClC1=NC(=CC(=N1)C)C1=CC=CC=C1 (2-Chloro-4-methyl-6-phenylpyrimidine). RXN SMILES: [Cl:1][C:2]1[N:7]=[C:6](Cl)[CH:5]=[C:4]([CH3:9])[N:3]=1.[C:10]1(B(O)O)[CH:15]=[CH:14][CH:13]=[CH:12][CH:11]=1.C([O-])([O-])=O.[K+].[K+]>C1(C)C=CC=CC=1.CO.C1C=CC([P]([Pd]([P](C2C=CC=CC=2)(C2C=CC=CC=2)C2C=CC=CC=2)([P](C2C=CC=CC=2)(C2C=CC=CC=2)C2C=CC=CC=2)[P](C2C=CC=CC=2)(C2C=CC=CC=2)C2C=CC=CC=2)(C2C=CC=CC=2)C2C=CC=CC=2)=CC=1>[Cl:1][C:2]1[N:3]=[C:4]([CH3:9])[CH:5]=[C:6]([C:10]2[CH:15]=[CH:14][CH:13]=[CH:12][CH:11]=2)[N:7]=1 |f:2.3.4,^1:37,39,58,77|. Procedure details: A mixture of 2,4-dichloro-6-methylpyrimidine (5 g, 30.7 mmol), benzeneboronic acid (3.74 g, 30.7 mmol), K2CO3 (12.72 g, 92 mmol) and Pd(PPh3)4 (1.06 g, 0.92 mmol) in toluene (150 ml) and methanol (35 ml) was degassed with nitrogen and heated at 90° C. overnight. The mixture was cooled and water (200 ml) added. The organic layer was separated and the aqueous extracted with EtOAc (×2). The organic layers were combined and dried over MgSO4, filtered and evaporated. The residue was purified by MPLC ... The reactants are COC(=O)N[C@@H]([C@@H](C)CC)C(=O)O (N-methoxycarbonyl-(L)-iso-leucine), C(CCl)Cl (EDC), C=1C=CC2=C(C1)N=NN2O (HOBT), TEA, S1C(=NC=C1)C1=CC=C(C=C1)CN(C[C@@H]([C@H](CC1=CC=CC=C1)NC([C@@H](NC(=O)OC)C(C)C)=O)O)N (1-[4-(thiazol-2-yl)-phenyl]-4(S)-hydroxy-2-amino-5(S)-N-(N-methoxycarbonyl-(L)-valyl)amino-6-phenyl-2-azahexane). Solvent: CN(C)C=O (DMF). The product is S1C(=NC=C1)C1=CC=C(C=C1)CN(C[C@@H]([C@H](CC1=CC=CC=C1)NC([C@@H](NC(=O)OC)C(C)C)=O)O)NC([C@@H](NC(=O)OC)[C@@H](C)CC)=O (1-[4-(Thiazol-2-yl)-phenyl]-4(S)-hydroxy-2-N-(N-methoxycarbonyl-(L)-iso-leucyl)amino-5(S)-N-(N-methoxycarbonyl-(L)-valyl)amino-6-phenyl-2-azahexane). RXN SMILES: [CH3:1][O:2][C:3]([NH:5][C@H:6]([C:11]([OH:13])=O)[C@H:7]([CH2:9][CH3:10])[CH3:8])=[O:4].C(Cl)CCl.C1C=CC2N(O)N=NC=2C=1.[S:28]1[CH:32]=[CH:31][N:30]=[C:29]1[C:33]1[CH:38]=[CH:37][C:36]([CH2:39][N:40]([NH2:64])[CH2:41][C@H:42]([OH:63])[C@@H:43]([NH:51][C:52](=[O:62])[C@H:53]([CH:59]([CH3:61])[CH3:60])[NH:54][C:55]([O:57][CH3:58])=[O:56])[CH2:44][C:45]2[CH:50]=[CH:49][CH:48]=[CH:47][CH:46]=2)=[CH:35][CH:34]=1>CN(C=O)C>[S:28]1[CH:32]=[CH:31][N:30]=[C:29]1[C:33]1[CH:34]=[CH:35][C:36]([CH2:39][N:40]([NH:64][C:11](=[O:13])[C@H:6]([C@H:7]([CH2:9][CH3:10])[CH3:8])[NH:5][C:3]([O:2][CH3:1])=[O:4])[CH2:41][C@H:42]([OH:63])[C@@H:43]([NH:51][C:52](=[O:62])[C@H:53]([CH:59]([CH3:61])[CH3:60])[NH:54][C:55]([O:57][CH3:58])=[O:56])[CH2:44][C:45]2[CH:50]=[CH:49][CH:48]=[CH:47][CH:46]=2)=[CH:37][CH:38]=1. Procedure details: Analogously to Example 7, 106 mg (0.56 mmol) of N-methoxycarbonyl-(L)-iso-leucine, 201 mg (1.05 mmol) of EDC and 95 mg (0.7 mmol) of HOBT in 4.6 ml of DMF and 293 t (2.1 mmol) of TEA are reacted with 0.35 mmol of 1-[4-(thiazol-2-yl)-phenyl]-4(S)-hydroxy-2-amino-5(S)-N-(N-methoxycarbonyl-(L)-valyl)amino-6-phenyl-2-azahexane to form the title compound: m.p: 227-229° C.; HPLC20-100 : tRet =14.5; FAB MS (M+H)+ =697. The reactants are ClC1=NN2C(C=CC=C2)=C1I (2-chloro-3-iodopyrazolo[1,5-a]pyridine), CB(O)O (methyl boronic acid), C([O-])([O-])=O.[Cs+].[Cs+] (cesium carbonate), C1(=CC=CC=C1)P(C1=CC=CC=C1)C1=CC=CC=C1 (triphenylphosphine). Reagents/catalysts: C(C)(=O)[O-].[Pd+2].C(C)(=O)[O-] (palladium acetate). The solvent is O1CCCC1 (tetrahydrofuran). Run at temperature 100 celsius. Product: ClC1=NN2C(C=CC=C2)=C1C (2-chloro-3-methylpyrazolo[1,5-a]pyridine). Reaction SMILES: [Cl:1][C:2]1[C:10](I)=[C:5]2[CH:6]=[CH:7][CH:8]=[CH:9][N:4]2[N:3]=1.[CH3:12]B(O)O.C(=O)([O-])[O-].[Cs+].[Cs+].C1(P(C2C=CC=CC=2)C2C=CC=CC=2)C=CC=CC=1>O1CCCC1.C([O-])(=O)C.[Pd+2].C([O-])(=O)C>[Cl:1][C:2]1[C:10]([CH3:12])=[C:5]2[CH:6]=[CH:7][CH:8]=[CH:9][N:4]2[N:3]=1 |f:2.3.4,7.8.9|. Procedure details: A mixture of the title compound from Example 1 Step A (0.30 g, 1.077 mmol), palladium acetate (0.024 g, 0.108 mmol), methyl boronic acid (0.129 g, 2.155 mmol), cesium carbonate (1.053 g, 3.23 mol) and triphenylphosphine (0.057 g, 0.215 mmol) in tetrahydrofuran (5.39 mL) was heated in a sealed tube at 100° C. for 18 hours. The reaction was then cooled to room temperature, filtered and concentrated under reduced pressure. Purification by column chromatography on silica gel (0-15% ethyl acetate in ... Reactants: CC1(OC2=C(C(=C1)C=1C=NC=CC1)C=C(C=C2)C#N)C (2,2-dimethyl-4-(3-pyridyl)-2H-1-benzopyran-6-carbonitrile). The reagents and catalysts are [Pd] (palladium-on-charcoal). Run in C(C)(=O)OCC (ethyl acetate). Product: CC1(OC2=C(C(C1)C=1C=NC=CC1)C=C(C=C2)C#N)C (3,4-dihydro-2,2-dimethyl-4-(3-pyridyl)-2H-1-benzopyran-6-carbonitrile). Isolated yield 43.0%. RXN SMILES: [CH3:1][C:2]1([CH3:20])[CH:7]=[C:6]([C:8]2[CH:9]=[N:10][CH:11]=[CH:12][CH:13]=2)[C:5]2[CH:14]=[C:15]([C:18]#[N:19])[CH:16]=[CH:17][C:4]=2[O:3]1>C(OCC)(=O)C.[Pd]>[CH3:1][C:2]1([CH3:20])[CH2:7][CH:6]([C:8]2[CH:9]=[N:10][CH:11]=[CH:12][CH:13]=2)[C:5]2[CH:14]=[C:15]([C:18]#[N:19])[CH:16]=[CH:17][C:4]=2[O:3]1. Procedure: 2.1 g of 2,2-dimethyl-4-(3-pyridyl)-2H-1-benzopyran-6-carbonitrile were dissolved in 50 ml of ethyl acetate and shaken at room temperature under a hydrogen atmosphere with 50 mg of 10% palladium-on-charcoal for a total of 30 hours with several changes of catalyst The mixture was filtered and the filtrate was evaporated The residue was chromatographed on silica gel using ethyl acetate for the elution. 910 mg of 3,4-dihydro-2,2-dimethyl-4-(3-pyridyl)-2H-1-benzopyran-6-carbonitrile were obtained in...